From a dataset of the Open Reaction Database (ORD), a public repository of structured organic reaction records. describe an organic reaction: reactants, conditions, products, and yield Starting materials: CI, CN(C)C=O, COc1ccc(NC2=CC(=O)CC2)cc1OC1CCCC1, [H-], [Na+]. The product is COc1ccc(N(C)C2=CC(=O)CC2)cc1OC1CCCC1. Reaction SMILES: [CH3:24][I:25].[CH3:26][N:27]([CH3:28])[CH:29]=[O:30].[CH:1]1([O:6][c:7]2[cH:8][c:9]([NH:10][C:11]3=[CH:12][C:13](=[O:16])[CH2:14][CH2:15]3)[cH:17][cH:18][c:19]2[O:20][CH3:21])[CH2:2][CH2:3][CH2:4][CH2:5]1.[H-:22].[Na+:23]>>[CH:1]1([O:6][c:7]2[cH:8][c:9]([N:10]([C:11]3=[CH:12][C:13](=[O:16])[CH2:14][CH2:15]3)[CH3:24])[cH:17][cH:18][c:19]2[O:20][CH3:21])[CH2:2][CH2:3][CH2:4][CH2:5]1. Starting materials: CC(C)(C)OC(=O)N1CCC(C#N)(c2ccc(Cl)cc2)CC1, CCO, Cl, [Na+], [OH-]. Product: CC(C)(C)OC(=O)N1CCC(C(N)=O)(c2ccc(Cl)cc2)CC1. Reaction SMILES: [C:1]([CH3:2])([CH3:3])([CH3:4])[O:5][C:6](=[O:7])[N:8]1[CH2:9][CH2:10][C:11]([C:14]#[N:15])([c:16]2[cH:17][cH:18][c:19]([Cl:22])[cH:20][cH:21]2)[CH2:12][CH2:13]1.[CH3:26][CH2:27][OH:28].[ClH:25].[Na+:24].[OH-:23]>>[C:1]([CH3:2])([CH3:3])([CH3:4])[O:5][C:6](=[O:7])[N:8]1[CH2:9][CH2:10][C:11]([C:14]([NH2:15])=[O:23])([c:16]2[cH:17][cH:18][c:19]([Cl:22])[cH:20][cH:21]2)[CH2:12][CH2:13]1.